Dataset: the Open Reaction Database (ORD), a public repository of structured organic reaction records. Task: describe an organic reaction: reactants, conditions, products, and yield Reactants: S1C(=CC2=C1C=CC=C2)C=NO (Benzothiophen-2-aldehyde oxime), O (Water), C(C)C(C(=O)OCC)=C (Ethyl 2-ethylacrylate), Cl[O-].[Na+] (sodium hypochlorite). The reagents and catalysts are C(C)N(CC)CC (triethylamine). Solvent: C1CCOC1 (THF), C1CCOC1 (THF). Conditions: time 4 hour. Product: S1C(=CC2=C1C=CC=C2)C2=NOC(C2)(C(=O)OCC)CC (Ethyl 3-(benzothiophen-2-yl)-5-ethyl-4,5-dihydro-5-isoxazolecarboxylate). Isolated yield 17.6%. RXN SMILES: [S:1]1[C:5]2[CH:6]=[CH:7][CH:8]=[CH:9][C:4]=2[CH:3]=[C:2]1[CH:10]=[N:11][OH:12].[CH2:13]([C:15](=[CH2:21])[C:16]([O:18][CH2:19][CH3:20])=[O:17])[CH3:14].Cl[O-].[Na+].O>C1COCC1.C(N(CC)CC)C>[S:1]1[C:5]2[CH:6]=[CH:7][CH:8]=[CH:9][C:4]=2[CH:3]=[C:2]1[C:10]1[CH2:21][C:15]([CH2:13][CH3:14])([C:16]([O:18][CH2:19][CH3:20])=[O:17])[O:12][N:11]=1 |f:2.3|. Procedure details: Benzothiophen-2-aldehyde oxime derivative (400 mg, 2.26 mmol) prepared according to the same procedure as Preparation 1 was dissolved in THF (25 ml), and the mixture was kept at 0□. Ethyl 2-ethylacrylate (434 mg, 1.5 Eq) and triethylamine (7 drops) were dissolved in THF (5 ml), thus obtained solution was slowly added to the above, and sodium hypochlorite solution (6.0 ml) was further added. The reaction solution was warmed to room temperature and stirred for 4 hours. Water (20 ml) was added, and... The reactants are COC(CCNC(C1=CC=C(C=C1)C(CC)OC1=CC=C(C=C1)C1=CC=C(C=C1)C(F)(F)F)=O)=O (3-{4-[1-(4′-Trifluoromethyl-biphenyl-4-yloxy)-propyl]-benzoylamino}-propionic acid methyl ester), [OH-].[Na+] (sodium hydroxide). The solvent is CO (methanol). Conditions: time 5 hour. Product: FC(C1=CC=C(C=C1)C1=CC=C(C=C1)OC(CC)C1=CC=C(C(=O)NCCC(=O)O)C=C1)(F)F (Racemic 3-{4-[1-(4′-Trifluoromethyl-biphenyl-4-yloxy)-propyl]-benzoylamino}-propionic acid). Yield: 95.4%. As a reaction SMILES: C[O:2][C:3](=[O:35])[CH2:4][CH2:5][NH:6][C:7](=[O:34])[C:8]1[CH:13]=[CH:12][C:11]([CH:14]([O:17][C:18]2[CH:23]=[CH:22][C:21]([C:24]3[CH:29]=[CH:28][C:27]([C:30]([F:33])([F:32])[F:31])=[CH:26][CH:25]=3)=[CH:20][CH:19]=2)[CH2:15][CH3:16])=[CH:10][CH:9]=1.[OH-].[Na+]>CO>[F:31][C:30]([F:32])([F:33])[C:27]1[CH:26]=[CH:25][C:24]([C:21]2[CH:22]=[CH:23][C:18]([O:17][CH:14]([C:11]3[CH:10]=[CH:9][C:8]([C:7]([NH:6][CH2:5][CH2:4][C:3]([OH:35])=[O:2])=[O:34])=[CH:13][CH:12]=3)[CH2:15][CH3:16])=[CH:19][CH:20]=2)=[CH:29][CH:28]=1 |f:1.2|. Reported procedure: To a mixture of 3-{4-[1-(4′-Trifluoromethyl-biphenyl-4-yloxy)-propyl]-benzoylamino}-propionic acid methyl ester (60 mg, 0.12 mmol) in methanol (2 mL) is added sodium hydroxide (5 N aqueous, 0.5 mL) and stirred for 5 hours. The reaction mixture is concentrated and acidified by 5 N HCl (0.5 mL), extracted with ethyl acetate. Combined organic layers are washed with water and brine, dried over sodium sulfate. Concentration gives the title compound (54 mg). MS (ES): 472.2 [M+H]+. The reactants are CCOC(=O)C (EtOAc), C1(=CC=CC=C1)C(CC1=CC=CC=C1)N (1,2-Diphenylethylamine), C(C)(C)(C)OC(N[C@@H]1CC[C@H](CC1)CNC1=NC(=NC=C1[N+](=O)[O-])Cl)=O (trans-{4-[(2-Chloro-5-nitro-pyrimidin-4-ylamino)-methyl]-cyclohexyl}-carbamic acid tert-butyl ester). Solvent: C(Cl)Cl (DCM). Conditions: time 18 hour. The product is C(C)(C)(C)OC(NC1CCC(CC1)CNC1=NC(=NC=C1[N+](=O)[O-])NC(CC1=CC=CC=C1)C1=CC=CC=C1)=O ((4-{[2-(1,2-diphenyl-ethylamino)-5-nitro-pyrimidin-4-ylamino]-methyl}-cyclohexyl)-carbamic acid tert-butyl ester). The yield is 77.4%. Reaction SMILES: [C:1]([O:5][C:6](=[O:26])[NH:7][C@H:8]1[CH2:13][CH2:12][C@H:11]([CH2:14][NH:15][C:16]2[C:21]([N+:22]([O-:24])=[O:23])=[CH:20][N:19]=[C:18](Cl)[N:17]=2)[CH2:10][CH2:9]1)([CH3:4])([CH3:3])[CH3:2].[C:27]1([CH:33]([NH2:41])[CH2:34][C:35]2[CH:40]=[CH:39][CH:38]=[CH:37][CH:36]=2)[CH:32]=[CH:31][CH:30]=[CH:29][CH:28]=1.CCOC(C)=O>C(Cl)Cl>[C:1]([O:5][C:6](=[O:26])[NH:7][CH:8]1[CH2:13][CH2:12][CH:11]([CH2:14][NH:15][C:16]2[C:21]([N+:22]([O-:24])=[O:23])=[CH:20][N:19]=[C:18]([NH:41][CH:33]([C:27]3[CH:32]=[CH:31][CH:30]=[CH:29][CH:28]=3)[CH2:34][C:35]3[CH:40]=[CH:39][CH:38]=[CH:37][CH:36]=3)[N:17]=2)[CH2:10][CH2:9]1)([CH3:4])([CH3:3])[CH3:2]. Reported procedure: trans-{4-[(2-Chloro-5-nitro-pyrimidin-4-ylamino)-methyl]-cyclohexyl}-carbamic acid tert-butyl ester (100 mg, 0.26 mmol) was dissolved in DCM (5 mL). 1,2-Diphenylethylamine (154 mg, 0.78 mmol) was added in one portion. After 18 h, the solution was partitioned between DCM (15 mL) and 2% AcOH (aq; 10 mL). The layers were separated and the aqueous layer was extracted with DCM (20 mL). The combined organic fraction were washed with saturated sodium carbonate (10 mL) and water, dried over MgSO4, filte... The reactants are Cl (hydrochloric acid), NC=1C(=NC=C(C1)C#N)N[C@@H]1CC[C@H](CC1)O (3-amino-5-cyano-2-(trans-4-hydroxycyclohexylamino)pyridine), C(=O)(N1C=NC=C1)N1C=NC=C1 (1,1′-carbonyldiimidazole), [OH-].[Na+] (NaOH). Run in C(C)#N (acetonitrile). Conditions: temperature 50 celsius, time 15 minute. Product: C(#N)C=1C=C2C(=NC1)N(C(N2)=O)[C@@H]2CC[C@H](CC2)O (6-cyano-3-(trans-4-hydroxycyclohexyl)-2,3-dihydro-1H-imidazo[4,5-b]pyridin-2-one). The yield is 56.0%. As a reaction SMILES: [NH2:1][C:2]1[C:3]([NH:10][C@H:11]2[CH2:16][CH2:15][C@H:14]([OH:17])[CH2:13][CH2:12]2)=[N:4][CH:5]=[C:6]([C:8]#[N:9])[CH:7]=1.[C:18](N1C=CN=C1)(N1C=CN=C1)=[O:19].[OH-].[Na+].Cl>C(#N)C>[C:8]([C:6]1[CH:7]=[C:2]2[NH:1][C:18](=[O:19])[N:10]([C@H:11]3[CH2:16][CH2:15][C@H:14]([OH:17])[CH2:13][CH2:12]3)[C:3]2=[N:4][CH:5]=1)#[N:9] |f:2.3|. Reported procedure: A mixture of 3-amino-5-cyano-2-(trans-4-hydroxycyclohexylamino)pyridine (3.1 g) and 1,1′-carbonyldiimidazole (6.49 g) in acetonitrile (31 mL) was stirred at 50° C. under nitrogen atmosphere for 15 minutes. After adding 1N-NaOH(35 mL), the mixture was stirred at 60° C. for 1.5 hours. The reaction mixture was neutralized with concentrated hydrochloric acid to yield a precipitate. The resulting precipitate was collected by filtration and washed successively with water and aqueous ethanol to give 6-... Starting materials: aqueous solution, [OH-].[Na+] (sodium hydroxide), C(Cl)C1CO1 (epichlorohydrin), halohydrin ether, C(CCCCCCC)O (Octanol), raw material, C(Cl)C1CO1 (epichlorohydrin). Reagents/catalysts: CC([O-])C.CC([O-])C.CC([O-])C.[Al+3] (aluminum triisopropoxide), S(O)(O)(=O)=O (sulfuric acid). Yields the product C(C1CO1)OCCCCCCCC (octyl glycidyl ether). Isolated yield 93.9%. Reaction SMILES: [CH2:1]([OH:9])[CH2:2][CH2:3][CH2:4][CH2:5][CH2:6][CH2:7][CH3:8].[CH2:10]([CH:12]1[O:14][CH2:13]1)Cl.[OH-].[Na+]>CC(C)[O-].CC(C)[O-].CC(C)[O-].[Al+3].S(=O)(=O)(O)O>[CH2:10]([O:9][CH2:1][CH2:2][CH2:3][CH2:4][CH2:5][CH2:6][CH2:7][CH3:8])[CH:12]1[O:14][CH2:13]1 |f:2.3,4.5.6.7|. Procedure: Octanol (195 g, 1.5 mole), 1.02 g (0.005 mole) of aluminum triisopropoxide and 0.7 g (0.007 mole) of 98% sulfuric acid were heated to 90° C. while stirring under a nitrogen gas atmosphere. To the reaction mixture, 92.5 g (1.0 mole) of epichlorohydrin was then added dropwise over 1 hour, followed by stirring for 4 hours. It was found that the conversion ratio of the raw material epichlorohydrin was 100%, while the yield of the resulting halohydrin ether was 95%. To the reaction mixture, 300 mL of... The reactants are C=O (Formalin), O=C1CC2N(C3=C(N1)C=CC=C3)CCN(C2)C(=O)OC(C)(C)C (tert-butyl 6-oxo-1,2,4a,5,6,7-hexahydropyrazino[1,2-a][1,5]benzodiazepine-3(4H)-carboxylate). Solvent: C(=O)O (formic acid). Reaction conditions: temperature 100 celsius, time 30 minute. Product: CN1CC2N(C3=C(NC(C2)=O)C=CC=C3)CC1 (3-methyl-1,2,3,4,4a,5-hexahydropyrazino[1,2-a][1,5]benzodiazepin-6(7H)-one). As a reaction SMILES: C=O.[O:3]=[C:4]1[NH:10][C:9]2[CH:11]=[CH:12][CH:13]=[CH:14][C:8]=2[N:7]2[CH2:15][CH2:16][N:17]([C:19](OC(C)(C)C)=O)[CH2:18][CH:6]2[CH2:5]1>C(O)=O>[CH3:19][N:17]1[CH2:16][CH2:15][N:7]2[C:8]3[CH:14]=[CH:13][CH:12]=[CH:11][C:9]=3[NH:10][C:4](=[O:3])[CH2:5][CH:6]2[CH2:18]1. Procedure: Formalin solution (0.3 mL, 3.92 mmol) was added to a solution of the product of Example 22D (150 mg, 0.473 mmol) in 88% formic acid (4 mL), and the solution was stirred at 100° C. under nitrogen for 30 minutes. The mixture was cooled to room temperature and concentrated under vacuum. The residue was purified by chromatography (SiO2, eluted with CH2Cl2-methanol-15 M NH4OH, 90:10:1) to provide the title compound: 1H NMR (500 MHz, DMSO-d6/D2O) δ ppm 2.05 (d, J=12.8 Hz, 1H), 2.66 (dd, J=13.6, 7.2 Hz...